This data is from the Open Reaction Database (ORD), a public repository of structured organic reaction records. The task is: describe an organic reaction: reactants, conditions, products, and yield The reactants are CC(C)(C)[Si](C)(C)OC1CCSc2ccc(Br)cc21, C1CCOC1, [Li]CCCC, CN(C)S(=O)(=O)n1c(C=O)cnc1[Si](C)(C)C(C)(C)C. Yields the product CN(C)S(=O)(=O)n1c(C(O)c2ccc3c(c2)C(O[Si](C)(C)C(C)(C)C)CCS3)cnc1[Si](C)(C)C(C)(C)C. RXN SMILES: [Br:1][c:2]1[cH:3][c:4]2[c:9]([cH:10][cH:11]1)[S:8][CH2:7][CH2:6][CH:5]2[O:12][Si:13]([CH3:14])([CH3:15])[C:16]([CH3:17])([CH3:18])[CH3:19].[CH2:45]1[O:46][CH2:47][CH2:48][CH2:49]1.[CH3:20][CH2:21][CH2:22][CH2:23][Li:24].[CH3:25][N:26]([S:27](=[O:28])(=[O:29])[n:30]1[c:31]([Si:37]([CH3:38])([CH3:39])[C:40]([CH3:41])([CH3:42])[CH3:43])[n:32][cH:33][c:34]1[CH:35]=[O:36])[CH3:44]>>[c:2]1([CH:35]([c:34]2[n:30]([S:27]([N:26]([CH3:25])[CH3:44])(=[O:28])=[O:29])[c:31]([Si:37]([CH3:38])([CH3:39])[C:40]([CH3:41])([CH3:42])[CH3:43])[n:32][cH:33]2)[OH:36])[cH:3][c:4]2[c:9]([cH:10][cH:11]1)[S:8][CH2:7][CH2:6][CH:5]2[O:12][Si:13]([CH3:14])([CH3:15])[C:16]([CH3:17])([CH3:18])[CH3:19]. The reactants are SCCCS, CC1(c2ccccc2)OC(C=Cc2ccsc2)=CC1=O. Yields the product CC1(c2ccccc2)OC(CC(SCCCS)c2ccsc2)=CC1=O. Reaction SMILES: [CH2:21]([CH2:22][CH2:23][SH:24])[SH:25].[CH3:1][C:2]1([c:15]2[cH:16][cH:17][cH:18][cH:19][cH:20]2)[O:3][C:4]([CH:8]=[CH:9][c:10]2[cH:11][s:12][cH:13][cH:14]2)=[CH:5][C:6]1=[O:7]>>[CH3:1][C:2]1([c:15]2[cH:16][cH:17][cH:18][cH:19][cH:20]2)[O:3][C:4]([CH2:8][CH:9]([c:10]2[cH:11][s:12][cH:13][cH:14]2)[S:25][CH2:21][CH2:22][CH2:23][SH:24])=[CH:5][C:6]1=[O:7]. The reactants are C1CCOC1, C[Si](C)(C)C[Mg+], CCOCC, [Cl-], O=CCCc1cccnc1. Yields the product C=CCCc1cccnc1. RXN SMILES: [CH2:23]1[O:24][CH2:25][CH2:26][CH2:27]1.[CH3:12][Si:13]([CH2:14][Mg+:15])([CH3:16])[CH3:17].[CH3:18][CH2:19][O:20][CH2:21][CH3:22].[Cl-:11].[n:1]1[cH:2][c:3]([CH2:7][CH2:8][CH:9]=[O:10])[cH:4][cH:5][cH:6]1>>[n:1]1[cH:2][c:3]([CH2:7][CH2:8][CH:9]=[CH2:12])[cH:4][cH:5][cH:6]1. Reactants: COC1=C(C(=O)OCC)C(=CC=C1)C (ethyl 2-methoxy-6-methylbenzoate), CO (methanol), [OH-].[Na+] (sodium hydroxide), Cl (hydrochloric acid). The solvent is O (water), O (water). The product is COC1=C(C(=O)O)C(=CC=C1)C (2-Methoxy-6-methylbenzoic Acid). Reaction SMILES: [CH3:1][O:2][C:3]1[CH:13]=[CH:12][CH:11]=[C:10]([CH3:14])[C:4]=1[C:5]([O:7]CC)=[O:6].CO.[OH-].[Na+].Cl>O>[CH3:1][O:2][C:3]1[CH:13]=[CH:12][CH:11]=[C:10]([CH3:14])[C:4]=1[C:5]([OH:7])=[O:6] |f:2.3|. Procedure: A mixture of ethyl 2-methoxy-6-methylbenzoate (5.0 g, 25 mmol), water (10 ml), methanol (40 ml) and sodium hydroxide (2.1 g, 50 mmol) is heated under reflux with stirring. The reaction mixture is diluted with water (150 ml) and acidified with concentrated hydrochloric acid. The solid material is collected by filtration, washed with water and dried yielding dark yellow crystals, 2.1 g, mp 136° C. Reactants: 12, [BH4-].[Na+] (sodium borohydride), N1=CC=CC2=CN=CC=C12 (1,6-naphthyridine), C(C=C)Br (allyl bromide). The solvent is CO (methanol), CC(=O)C (acetone). Reaction conditions: time 8 hour. The product is C(C=C)N1CC=2C=CC=NC2CC1 (5,6,7,8-tetrahydro-6-allyl-1,6-naphtyridine). RXN SMILES: [N:1]1[C:10]2[C:5](=[CH:6][N:7]=[CH:8][CH:9]=2)[CH:4]=[CH:3][CH:2]=1.[CH2:11](Br)[CH:12]=[CH2:13].[BH4-].[Na+]>CC(C)=O.CO>[CH2:13]([N:7]1[CH2:8][CH2:9][C:10]2[N:1]=[CH:2][CH:3]=[CH:4][C:5]=2[CH2:6]1)[CH:12]=[CH2:11] |f:2.3|. Procedure details: A solution of 1,6-naphthyridine (6.5 g, 0.05 mol) and allyl bromide (9.1 g, 0.075 mol) in acetone (50 ml) was refluxed for 8 hours. The precipitated quatenary salt was separated by filtration, dissolved in technical grade methanol (300 ml) and sodium borohydride (18.9 g, 0.5 mol) was added portionwise under ice cooling. After stirring overnight at room temperature, the reaction mixture was evaporated in vacuo, water added and extracted with benzene. The benzene layer was dried over anhydrous pot... Reactants: C(C)(=O)OCC (ethyl acetate), [Si](C)(C)(C(C)(C)C)OCC(C)(C)NC(=O)C1=CN(C=2C1=NC(=CN2)C2=NNC1=CC(=CC=C21)C)C(C2=CC=CC=C2)(C2=CC=CC=C2)C2=CC=CC=C2 (N-(1-(tert-butyldimethylsilyloxy)-2-methylpropan-2-yl)-2-(6-methyl-1H-indazol-3-yl)-5-trityl-5H-pyrrolo[3,2-b]pyrazine-7-carboxamide), ClCC(=O)N1CCOCC1 (2-chloro-1-morpholinoethanone), C(=O)([O-])[O-].[K+].[K+] (K2CO3). The solvent is CN(C)C=O (DMF). Conditions: temperature 90 celsius. The product is [Si](C)(C)(C(C)(C)C)OCC(C)(C)NC(=O)C1=CN(C=2C1=NC(=CN2)C2=NN(C1=CC(=CC=C21)C)CC(=O)N2CCOCC2)C(C2=CC=CC=C2)(C2=CC=CC=C2)C2=CC=CC=C2 (N-(1-(tert-Butyldimethylsilyloxy)-2-methylpropan-2-yl)-2-(6-methyl-1-(2-morpholino-2-oxoethyl)-1H-indazol-3-yl)-5-trityl-5H-pyrrolo[3,2-b]pyrazine-7-carboxamide). As a reaction SMILES: [Si:1]([O:8][CH2:9][C:10]([NH:13][C:14]([C:16]1[C:20]2=[N:21][C:22]([C:25]3[C:33]4[C:28](=[CH:29][C:30]([CH3:34])=[CH:31][CH:32]=4)[NH:27][N:26]=3)=[CH:23][N:24]=[C:19]2[N:18]([C:35]([C:48]2[CH:53]=[CH:52][CH:51]=[CH:50][CH:49]=2)([C:42]2[CH:47]=[CH:46][CH:45]=[CH:44][CH:43]=2)[C:36]2[CH:41]=[CH:40][CH:39]=[CH:38][CH:37]=2)[CH:17]=1)=[O:15])([CH3:12])[CH3:11])([C:4]([CH3:7])([CH3:6])[CH3:5])([CH3:3])[CH3:2].Cl[CH2:55][C:56]([N:58]1[CH2:63][CH2:62][O:61][CH2:60][CH2:59]1)=[O:57].C([O-])([O-])=O.[K+].[K+].C(OCC)(=O)C>CN(C=O)C>[Si:1]([O:8][CH2:9][C:10]([NH:13][C:14]([C:16]1[C:20]2=[N:21][C:22]([C:25]3[C:33]4[C:28](=[CH:29][C:30]([CH3:34])=[CH:31][CH:32]=4)[N:27]([CH2:55][C:56]([N:58]4[CH2:63][CH2:62][O:61][CH2:60][CH2:59]4)=[O:57])[N:26]=3)=[CH:23][N:24]=[C:19]2[N:18]([C:35]([C:36]2[CH:37]=[CH:38][CH:39]=[CH:40][CH:41]=2)([C:42]2[CH:43]=[CH:44][CH:45]=[CH:46][CH:47]=2)[C:48]2[CH:49]=[CH:50][CH:51]=[CH:52][CH:53]=2)[CH:17]=1)=[O:15])([CH3:11])[CH3:12])([C:4]([CH3:6])([CH3:7])[CH3:5])([CH3:2])[CH3:3] |f:2.3.4|. Procedure details: A mixture of N-(1-(tert-butyldimethylsilyloxy)-2-methylpropan-2-yl)-2-(6-methyl-1H-indazol-3-yl)-5-trityl-5H-pyrrolo[3,2-b]pyrazine-7-carboxamide (100 mg, 0.139 mmol), 2-chloro-1-morpholinoethanone (27 mg, 0.166 mmol) and K2CO3 (58 mg, 0.417 mmol) in dry DMF (20 mL) was heated to 90° C. for 3 hours. After cooling to room temperature, ethyl acetate (100 mL) was added, and the solution was washed with water (3×10 mL) and brine (2×10 mL). The combined organic layers were dried over Na2SO4, concentr... As a reaction SMILES: [C:19](=[O:20])([O-:21])[OH:22].[CH3:1][c:2]1[n:3][s:4][c:5](-[c:7]2[cH:8][cH:9][c:10]([N+:13]([O-:14])=[O:15])[cH:11][cH:12]2)[n:6]1.[CH3:24][CH2:25][OH:26].[Na+:23].[Sn:16]([Cl:17])[Cl:18]>>[CH3:1][c:2]1[n:3][s:4][c:5](-[c:7]2[cH:8][cH:9][c:10]([NH2:13])[cH:11][cH:12]2)[n:6]1. The product is Cc1nsc(-c2ccc(N)cc2)n1. The reactants are O=C([O-])O, Cc1nsc(-c2ccc([N+](=O)[O-])cc2)n1, CCO, [Na+], Cl[Sn]Cl. Run at temperature 40 celsius. Reagents/catalysts: [O-2].[O-2].[Mn+4] (manganese dioxide). Starting materials: FC1=CC=C(C=C1)C(=[N+]=[N-])C1=CC=C(C=C1)F (bis(4-fluorophenyl)diazomethane), O=CC(C)=C (methacrolein). Reaction SMILES: [F:1][C:2]1[CH:7]=[CH:6][C:5]([C:8]([C:11]2[CH:16]=[CH:15][C:14]([F:17])=[CH:13][CH:12]=2)=[N+]=[N-])=[CH:4][CH:3]=1.[O:18]=[CH:19][C:20](=[CH2:22])[CH3:21]>ClCCl.CCCCCCC.[O-2].[O-2].[Mn+4]>[F:1][C:2]1[CH:7]=[CH:6][C:5]([C:8]2([C:11]3[CH:16]=[CH:15][C:14]([F:17])=[CH:13][CH:12]=3)[CH2:21][C:20]2([CH3:22])[CH:19]=[O:18])=[CH:4][CH:3]=1 |f:4.5.6|. Run in ClCCl (dichloromethane), CCCCCCC (heptane). Procedure: A solution of bis(4-fluorophenyl)diazomethane, prepared as above from the action of activated manganese dioxide (32.3 g) on 4,4'-difluorobenzophenone hydrazone (23.2 g) in dichloromethane (105 mL), was added to a solution of methacrolein (12.5 mL) in heptane (100 mL). The mixture was heated at 40° C. for 6 hours then the amber colored solution was evaporated in vacuo. The resulting solid was triturated with hexane (100 mL) to give 22.0 g of 2,2-bis(4-fluorophenyl)-1-methylcyclopropanecarboxaldeh... The product is FC1=CC=C(C=C1)C1(C(C1)(C=O)C)C1=CC=C(C=C1)F (2,2-bis(4-fluorophenyl)-1-methylcyclopropanecarboxaldehyde).